From a dataset of the Open Reaction Database (ORD), a public repository of structured organic reaction records. describe an organic reaction: reactants, conditions, products, and yield The reactants are foam, C(C)(=O)NC=1C=C(COC2C(C(C(C(O2)COC(C2=CC=C(C=C2)OC)=O)OC2C(C(C3OC(OCC3O2)C2=CC=CC=C2)O)O)O)O)C=CC1Cl (4-methoxy-benzoic acid 6-(3-acetylamino-4-chloro-benzyloxy)-3-(7,8-dihydroxy-2-phenyl-hexahydro-pyrano[3,2-d][1,3]dioxin-6-yloxy)-4,5-dihydroxy-tetrahydro-pyran-2-ylmethyl ester), [K+].[Br-] (KBr). Run in O (H2O). The product is C(C)(=O)OC1C(C(OC(C1OC(C)=O)OCC1=CC(=C(C=C1)Cl)NC(C)=O)COC(C1=CC=C(C=C1)OC)=O)OC1C(C(C2OC(OCC2O1)C1=CC=CC=C1)OC(C)=O)OC(C)=O (4-Methoxy-benzoic acid 4,5-diacetoxy-6-(3-acetylamino-4-chloro-benzyloxy)-3-(7,8-diacetoxy-2-phenyl-hexahydro-pyrano[3,2-d][1,3]dioxin-6-yloxy)-tetrahydro-pyran-2-ylmethyl ester). As a reaction SMILES: [C:1]([NH:4][C:5]1[CH:6]=[C:7]([CH:49]=[CH:50][C:51]=1[Cl:52])[CH2:8][O:9][CH:10]1[O:15][CH:14]([CH2:16][O:17][C:18](=[O:27])[C:19]2[CH:24]=[CH:23][C:22]([O:25][CH3:26])=[CH:21][CH:20]=2)[CH:13]([O:28][CH:29]2[O:38][CH:37]3[CH:32]([O:33][CH:34]([C:39]4[CH:44]=[CH:43][CH:42]=[CH:41][CH:40]=4)[O:35][CH2:36]3)[CH:31]([OH:45])[CH:30]2[OH:46])[CH:12]([OH:47])[CH:11]1[OH:48])(=[O:3])[CH3:2].[K+].[Br-]>O>[C:14]([O:47][CH:12]1[CH:11]([O:48][C:18](=[O:17])[CH3:19])[CH:10]([O:9][CH2:8][C:7]2[CH:49]=[CH:50][C:51]([Cl:52])=[C:5]([NH:4][C:1](=[O:3])[CH3:2])[CH:6]=2)[O:15][CH:14]([CH2:16][O:17][C:18](=[O:27])[C:19]2[CH:24]=[CH:23][C:22]([O:25][CH3:26])=[CH:21][CH:20]=2)[CH:13]1[O:28][CH:29]1[O:38][CH:37]2[CH:32]([O:33][CH:34]([C:39]3[CH:44]=[CH:43][CH:42]=[CH:41][CH:40]=3)[O:35][CH2:36]2)[CH:31]([O:45][C:8](=[O:9])[CH3:7])[CH:30]1[O:46][C:1](=[O:3])[CH3:2])(=[O:15])[CH3:13] |f:1.2|. Reported procedure: The title compound was prepared as a white foam (0.142 g, 81%) from 4-methoxy-benzoic acid 6-(3-acetylamino-4-chloro-benzyloxy)-3-(7,8-dihydroxy-2-phenyl-hexahydro-pyrano[3,2-d][1,3]dioxin-6-yloxy)-4,5-dihydroxy-tetrahydro-pyran-2-ylmethyl ester using a procedure similar to Example 25, mp >110° C. (decomp.); 1H NMR (DMSO-d6) δ1.94 (s, 3H), 1.95 (s, 3H), 1.98 (s, 3H), 1.99 (s, 3H), 2.06 (s, 3H), 3.61 (t, J=9.7 Hz, 1H), 3.68-3.75 (m, 1H), 3.80 (dd, J=4.6, 9.4 Hz, 1H), 3.82 (s, 3H), 3.82-3.89 (m, 1...